Dataset: the Open Reaction Database (ORD), a public repository of structured organic reaction records. Task: describe an organic reaction: reactants, conditions, products, and yield Starting materials: N(=O)[O-].[Na+] (sodium nitrite), C(C)(C)(C)OC(=O)N1CCC(CC1)CC1=CC=C(C=C1)N (1-tert-butoxycarbonyl-4-(4-aminobenzyl)piperidine), orthoethyl formate, [N-]=[N+]=[N-].[Na+] (sodium azide), C(C)(=O)O (acetic acid). Solvent: O (water), O (water). Reaction conditions: temperature 80 celsius, time 2 hour. Yields the product C(C)(C)(C)OC(=O)N1CCC(CC1)CC1=CC=C(C=C1)N1N=NN=C1 (1-tert-butoxycarbonyl-4-[4-(1H-tetrazol-1-yl)benzyl]piperidine). Reaction SMILES: [C:1]([O:5][C:6]([N:8]1[CH2:13][CH2:12][CH:11]([CH2:14][C:15]2[CH:20]=[CH:19][C:18]([NH2:21])=[CH:17][CH:16]=2)[CH2:10][CH2:9]1)=[O:7])([CH3:4])([CH3:3])[CH3:2].[N-:22]=[N+:23]=[N-:24].[Na+].N([O-])=O.[Na+].[C:30](O)(=O)C>O>[C:1]([O:5][C:6]([N:8]1[CH2:13][CH2:12][CH:11]([CH2:14][C:15]2[CH:20]=[CH:19][C:18]([N:21]3[CH:30]=[N:24][N:23]=[N:22]3)=[CH:17][CH:16]=2)[CH2:10][CH2:9]1)=[O:7])([CH3:4])([CH3:2])[CH3:3] |f:1.2,3.4|. Procedure details: To a solution of 1-tert-butoxycarbonyl-4-(4-aminobenzyl)piperidine (1 g, 3.46 mmol) in acetic acid (14 mL) were added orthoethyl formate (2.4 mL, 20.7 mmol) and sodium azide (0.27 g, 4.13 mmol), and the mixture was stirred at room temperature for 30 minutes and at 80° C. for 2 hours. The mixture was cooled to room temperature. To the mixture were added water (20 mL) and a solution of sodium nitrite (4.3 g) in water (20 mL), and the mixture was stirred at room temperature for 10 minutes and extra...